describe an organic reaction: reactants, conditions, products, and yield From a dataset of the Open Reaction Database (ORD), a public repository of structured organic reaction records. The reactants are C1(=CC=CC=C1)P(=O)(C1=CC=CC=C1)Cl (diphenylphosphoryl chloride), NC1=NC=CC(=C1)C(Cl)(Cl)Cl (2-amino -4trichloromethylpyridine), Cl (hydrochloric acid). Run at time 12 hour. Yields the product C1(=CC=CC=C1)P(=O)(C1=CC=CC=C1)NC1=NC=CC(=C1)C(Cl)(Cl)Cl (2-Diphenylphosphorylamino-4-trichloromethylpyridine). Isolated yield 56.7%. As a reaction SMILES: [C:1]1([P:7](Cl)([C:9]2[CH:14]=[CH:13][CH:12]=[CH:11][CH:10]=2)=[O:8])[CH:6]=[CH:5][CH:4]=[CH:3][CH:2]=1.[NH2:16][C:17]1[CH:22]=[C:21]([C:23]([Cl:26])([Cl:25])[Cl:24])[CH:20]=[CH:19][N:18]=1.Cl>>[C:1]1([P:7]([NH:16][C:17]2[CH:22]=[C:21]([C:23]([Cl:25])([Cl:24])[Cl:26])[CH:20]=[CH:19][N:18]=2)([C:9]2[CH:14]=[CH:13][CH:12]=[CH:11][CH:10]=2)=[O:8])[CH:6]=[CH:5][CH:4]=[CH:3][CH:2]=1. Procedure details: 6.2 ml (0.03 mol) of diphenylphosphoryl chloride were added to 6.3 g (0.03 mol) of 2-amino -4trichloromethylpyridine and 60 ml of pryidine at 0° C. After 12 hours at 25° C., the reaction mixture was added to 200 ml of 5% strength hydrochloric acid. The colorless precipitate formed was isolated. 7.0 g (53%) of the desired product were obtained. Mp.: 134°-136° C.; Active Ingredient Example 1.016 Reactants: CC1=CC=C(C=C1)S(=O)(=O)OC[C@@H]1OC2=C(C=CC=C2C=C1)C1=C(C=CC=C1Cl)Cl ([(2R)-8-(2,6-dichlorophenyl)-2H-chromen-2-yl]methyl 4-methylbenzenesulfonate), [N-]=[N+]=[N-].[Na+] (sodium azide). Run in CS(=O)C (dimethyl sulfoxide). Run at time 5 minute. The product is N(=[N+]=[N-])C[C@@H]1OC2=C(C=CC=C2C=C1)C1=C(C=CC=C1Cl)Cl ((2R)-2-azidomethyl-8-(2,6-dichloro-phenyl)-2H-chromene). The yield is 66.7%. RXN SMILES: CC1C=CC(S(O[CH2:12][C@H:13]2[CH:22]=[CH:21][C:20]3[C:15](=[C:16]([C:23]4[C:28]([Cl:29])=[CH:27][CH:26]=[CH:25][C:24]=4[Cl:30])[CH:17]=[CH:18][CH:19]=3)[O:14]2)(=O)=O)=CC=1.[N-:31]=[N+:32]=[N-:33].[Na+]>CS(C)=O>[N:31]([CH2:12][C@H:13]1[CH:22]=[CH:21][C:20]2[C:15](=[C:16]([C:23]3[C:28]([Cl:29])=[CH:27][CH:26]=[CH:25][C:24]=3[Cl:30])[CH:17]=[CH:18][CH:19]=2)[O:14]1)=[N+:32]=[N-:33] |f:1.2|. Reported procedure: A solution of [(2R)-8-(2,6-dichlorophenyl)-2H-chromen-2-yl]methyl 4-methylbenzenesulfonate prepared in Example 35, step 7 (250 mg, 0.542 mmol) and sodium azide (141 mg, 2.17 mmol) in anhydrous dimethyl sulfoxide (10 mL) was heated at 70° C. under nitrogen for 20 hours. The cooled reaction mixture was quenched by the addition of water (20 mL) and the resulting suspension stirred vigorously for 5 minutes. The mixture was then partitioned between ethyl acetate (100 mL) and water (100 mL), the organ...